From a dataset of the Open Reaction Database (ORD), a public repository of structured organic reaction records. describe an organic reaction: reactants, conditions, products, and yield Reactants: S=C=S, CCO, Cl, CCCCCCCCc1ccc(N)c(I)c1, [K+], O=N[O-], [Na+], [OH-], O. Product: CCCCCCCCc1ccc(S)c(I)c1. As a reaction SMILES: [C:23](=[S:24])=[S:25].[CH3:28][CH2:29][OH:30].[ClH:26].[I:1][c:2]1[c:3]([NH2:4])[cH:5][cH:6][c:7]([CH2:9][CH2:10][CH2:11][CH2:12][CH2:13][CH2:14][CH2:15][CH3:16])[cH:8]1.[K+:22].[N:17]([O-:18])=[O:19].[Na+:20].[OH-:21].[OH2:27]>>[I:1][c:2]1[c:3]([SH:24])[cH:5][cH:6][c:7]([CH2:9][CH2:10][CH2:11][CH2:12][CH2:13][CH2:14][CH2:15][CH3:16])[cH:8]1. Reactants: CN1C(SC2=C1C=CC(=C2)N2C(O[C@H](C2)C(=O)OCCCC)=O)=O (butyl (5R)-3-(2,3-dihydro-3-methyl-2-oxo-6-benzothiazolyl)-2-oxo-5-oxazolidinecarboxylate), C(O)CN (ethanolamine). Run in C(C)#N (acetonitrile). Run at time 18 hour. Product: OCCNC(=O)[C@H]1CN(C(O1)=O)C1=CC2=C(N(C(S2)=O)C)C=C1 ((5R)-(−)-N-(2-Hydroxyethyl)-3-(2,3-dihydro-3-methyl-2-oxo-6-benzothiazolyl)-2-oxo-5-oxazolidinecarboxamide). RXN SMILES: [CH3:1][N:2]1[C:6]2[CH:7]=[CH:8][C:9]([N:11]3[CH2:15][C@H:14]([C:16]([O:18]CCCC)=O)[O:13][C:12]3=[O:23])=[CH:10][C:5]=2[S:4][C:3]1=[O:24].[CH2:25]([CH2:27][NH2:28])[OH:26]>C(#N)C>[OH:26][CH2:25][CH2:27][NH:28][C:16]([C@@H:14]1[O:13][C:12](=[O:23])[N:11]([C:9]2[CH:8]=[CH:7][C:6]3[N:2]([CH3:1])[C:3](=[O:24])[S:4][C:5]=3[CH:10]=2)[CH2:15]1)=[O:18]. Procedure: A solution of butyl (5R)-3-(2,3-dihydro-3-methyl-2-oxo-6-benzothiazolyl)-2-oxo-5-oxazolidinecarboxylate (EXAMPLE 29, Step 2, 300 mg, 0.856 mmol) in acetonitrile (3.4 mL) is treated with ethanolamine (103 μL, 1.71 mmol) and stirred at ambient temperature for 18 h. Solvent is removed under reduced pressure, and the crude product is triturated and filtered from hot ethyl acetate to give the title compound, mp 217–219° C.; MS (ESI+) for C14H15N3O5S m/z 338 (M+H)+; [α]25D−43 (c 0.99, DMSO). Product: CCCN(CCC)C(=O)C=CCCl. Reaction SMILES: [CH2:8]([CH2:9][CH3:10])[NH:11][CH2:12][CH2:13][CH3:14].[Cl:1][CH2:2][CH:3]=[CH:4][C:5](=[O:6])[Cl:7]>>[Cl:1][CH2:2][CH:3]=[CH:4][C:5](=[O:6])[N:11]([CH2:8][CH2:9][CH3:10])[CH2:12][CH2:13][CH3:14]. Reactants: CCCNCCC, O=C(Cl)C=CCCl. Procedure: A solution of 1.38 g (corresponds to 3.0 mmol) of trans-Methanesulfonic acid 3-(4-methylamino-cyclohexyl)-prop-2-ynyl ester trifluoroacetate in 7 ml dioxane was first cooled to 8° C., treated with 0.69 g (4.5 mmol) 4-chlorophenyl isocyanate and then with 1.2 ml (15 mmol; 5 equivalents) of pyridine (during 3 min). After 45 min at RT, the mixture was dissolved in aqueous 10% KHSO4/Et2O (3×). The organic phases were washed with aqueous 10% NaCl, dried over Na2SO4 and evaporated to give 1.22 g (quan... RXN SMILES: FC(F)(F)C(O)=O.[CH3:8][NH:9][C@H:10]1[CH2:15][CH2:14][C@H:13]([C:16]#[C:17][CH2:18][O:19][S:20]([CH3:23])(=[O:22])=[O:21])[CH2:12][CH2:11]1.[Cl:24][C:25]1[CH:30]=[CH:29][C:28]([N:31]=[C:32]=[O:33])=[CH:27][CH:26]=1.N1C=CC=CC=1>O1CCOCC1.OS([O-])(=O)=O.[K+].CCOCC>[Cl:24][C:25]1[CH:30]=[CH:29][C:28]([NH:31][C:32](=[O:33])[N:9]([C@H:10]2[CH2:11][CH2:12][C@H:13]([C:16]#[C:17][CH2:18][O:19][S:20]([CH3:23])(=[O:22])=[O:21])[CH2:14][CH2:15]2)[CH3:8])=[CH:27][CH:26]=1 |f:0.1,5.6.7|. Product: ClC1=CC=C(C=C1)NC(N(C)[C@@H]1CC[C@H](CC1)C#CCOS(=O)(=O)C)=O (trans-Methanesulfonic acid 3-{4-[3-(4-chloro-phenyl)-1-methyl-ureido]-cyclohexyl}-prop-2-ynyl ester). Reactants: ClC1=CC=C(C=C1)N=C=O (4-chlorophenyl isocyanate), FC(C(=O)O)(F)F.CN[C@@H]1CC[C@H](CC1)C#CCOS(=O)(=O)C (trans-Methanesulfonic acid 3-(4-methylamino-cyclohexyl)-prop-2-ynyl ester trifluoroacetate), N1=CC=CC=C1 (pyridine). Reaction conditions: time 45 minute. Yield: 101.9%. The solvent is OS(=O)(=O)[O-].[K+].CCOCC (KHSO4 Et2O), O1CCOCC1 (dioxane).